Dataset: the Open Reaction Database (ORD), a public repository of structured organic reaction records. Task: describe an organic reaction: reactants, conditions, products, and yield The reactants are C1(=CC=CC=C1)P(C1=CC=CC=C1)C1=CC=CC=C1 (triphenylphosphine), ClC1=CC=C2C(=CN(C2=C1)C(C)C)C(=O)O (6-chloro-1-isopropyl-1H-indole-3-carboxylic acid), NC1=NC=C(C=C1)C(F)(F)F (2-amino-5-(trifluoromethyl)pyridine), BrN1C(CCC1=O)=O (N-bromosuccinimide), C([O-])(O)=O.[Na+] (sodium bicarbonate). Solvent: C(Cl)Cl (methylene chloride), O (water), C(C)(=O)OCC (ethyl acetate). Run at temperature 0 celsius, time 15 minute. Yields the product hexanes ethyl acetate, FC(C=1C=CC(=NC1)NC(=O)C1=CN(C2=CC(=CC=C12)Cl)C(C)C)(F)F (6-chloro-1-isopropyl-1H-indole-3-carboxylic acid (5-trifluoromethyl-pyridin-2-yl)-amide). Isolated yield 16.5%. As a reaction SMILES: C1(P(C2C=CC=CC=2)C2C=CC=CC=2)C=CC=CC=1.BrN1C(=O)CCC1=O.[Cl:28][C:29]1[CH:37]=[C:36]2[C:32]([C:33]([C:41]([OH:43])=O)=[CH:34][N:35]2[CH:38]([CH3:40])[CH3:39])=[CH:31][CH:30]=1.[NH2:44][C:45]1[CH:50]=[CH:49][C:48]([C:51]([F:54])([F:53])[F:52])=[CH:47][N:46]=1.C(=O)(O)[O-].[Na+]>C(Cl)Cl.O.C(OCC)(=O)C>[F:54][C:51]([F:52])([F:53])[C:48]1[CH:49]=[CH:50][C:45]([NH:44][C:41]([C:33]2[C:32]3[C:36](=[CH:37][C:29]([Cl:28])=[CH:30][CH:31]=3)[N:35]([CH:38]([CH3:39])[CH3:40])[CH:34]=2)=[O:43])=[N:46][CH:47]=1 |f:4.5|. Procedure: A solution of triphenylphosphine (243 mg, 0.92 mmol) in methylene chloride (3 mL) cooled to 0° C. was treated with N-bromosuccinimide (165 mg, 0.92 mmol). This solution was stirred at 0° C. for 15 min. At this time, the reaction was treated with 6-chloro-1-isopropyl-1H-indole-3-carboxylic acid (200 mg, 0.84 mmol). This solution was stirred at 0° C. for 15 min and then was allowed to warm to 25° C. where it was stirred for 30 min. The reaction was then treated with 2-amino-5-(trifluoromethyl)pyri... The reactants are C(C=C)OC(=O)[C@H]1N2C([C@H]([C@H]2CC1=O)[C@@H](CO[SiH](C)C)C(C)(C)C)=O ((2S,5R,6S)-2-allyloxycarbonyl-3,7-dioxo-6-[(1R)-1-tert.-butyldimethylsilyloxyethyl]-1-azabicyclo[3.2.0]heptane), N12CCCN=CC2CCCC1 (1,5-diazabicyclo[5.4.0]undec-5-ene), C(C)N(C(C)C)C(C)C (ethyl diisopropylamine), SC1=CC=NC=C1 (4-mercaptopyridine), FC(S(=O)(=O)OS(=O)(=O)C(F)(F)F)(F)F (trifluoromethanesulphonic anhydride), C(=O)(O)[O-].[Na+] (NaHCO3). Solvent: C1CCOC1 (THF), C(C)(=O)OCC (ethyl acetate), CN(C)C=O (DMF). Reaction conditions: temperature -78 celsius, time 30 minute. Yields the product N1=CC=C(C=C1)SC=1C[C@H]2N(C1C(=O)OCC=C)C([C@H]2[C@@H](CO[SiH](C)C)C(C)(C)C)=O (Allyl (5R,6S)-2-(4-pyridylthio)-6-[(1R)-1-tert.-butyldimethylsilyloxyethyl]carbapen-2-em-3-carboxylate). Isolated yield 67.3%. RXN SMILES: N12CCCCC1C=NCCC2.FC(F)(F)S(OS(C(F)(F)F)(=O)=O)(=O)=O.[CH2:27]([O:30][C:31]([C@@H:33]1[C:39](=O)[CH2:38][C@H:37]2[N:34]1[C:35](=[O:51])[C@H:36]2[C@H:41]([C:47]([CH3:50])([CH3:49])[CH3:48])[CH2:42][O:43][SiH:44]([CH3:46])[CH3:45])=[O:32])[CH:28]=[CH2:29].C(N(C(C)C)C(C)C)C.[SH:61][C:62]1[CH:67]=[CH:66][N:65]=[CH:64][CH:63]=1.C([O-])(O)=O.[Na+]>C1COCC1.C(OCC)(=O)C.CN(C=O)C>[N:65]1[CH:66]=[CH:67][C:62]([S:61][C:39]2[CH2:38][C@@H:37]3[C@H:36]([C@H:41]([C:47]([CH3:50])([CH3:48])[CH3:49])[CH2:42][O:43][SiH:44]([CH3:46])[CH3:45])[C:35](=[O:51])[N:34]3[C:33]=2[C:31]([O:30][CH2:27][CH:28]=[CH2:29])=[O:32])=[CH:63][CH:64]=1 |f:5.6|. Procedure: 1.94 ml (13 mmol) of 1,5-diazabicyclo[5.4.0]undec-5-ene (DBU) and, after 20 minutes, 2.2 ml (13 mmol) of trifluoromethanesulphonic anhydride were added dropwise to a solution, which had been cooled to -78° C., of 3.68 g (10 mmol) of (2S,5R,6S)-2-allyloxycarbonyl-3,7-dioxo-6-[(1R)-1-tert.-butyldimethylsilyloxyethyl]-1-azabicyclo[3.2.0]heptane in 100 ml of anhydrous THF. The mixture was then stirred at -78° C. for 30 minutes and the solution was concentrated in vacuo to about 40 ml without the tem... Reactants: CO (MeOH), C(=O)(O)C(O)C(O)C(=O)O.C1(=CC=CC=C1)C1CN=C2N1CCN2 ((-)-2,3,5,6-tetrahydro-5-phenyl-1H-imidazo[1,2-a]imidazole (-)-tartrate). Run in O (water). The product is C1(=CC=CC=C1)C1CN=C2N1CCN2 ((-)-2,3,5,6-tetrahydro-5-phenyl-1H-imidazo[1,2-a]-imidazole). As a reaction SMILES: CO.C(C(C(C(O)=O)O)O)(O)=O.[C:13]1([CH:19]2[N:23]3[CH2:24][CH2:25][NH:26][C:22]3=[N:21][CH2:20]2)[CH:18]=[CH:17][CH:16]=[CH:15][CH:14]=1>O>[C:13]1([CH:19]2[N:23]3[CH2:24][CH2:25][NH:26][C:22]3=[N:21][CH2:20]2)[CH:14]=[CH:15][CH:16]=[CH:17][CH:18]=1 |f:1.2|. Procedure details: To a stirred solution of 10.7 parts of (±)-2,3,5,6-tetrahydro-5-phenyl-1H-imidazo[1,2-a]imidazole in 20 parts of methanol is added a warm solution of 8.6 parts of (+)-tartaric acid in 20 parts of methanol. The whole is diluted with 80 parts of acetone and the product is allowed to crystallize. The precipitated fraction is filtered off [about 5.6 parts of crude (+)-2,3,5,6-tetrahydro-5-phenyl-1H-imidazo[1,2-a]-imidazole (+)-tartrate - α(1% MeOH): +87.3°] and set aside. The filtrate is evaporated ... Starting materials: CC(C)C1=CC2=C(N=CN=C2OC2CCC(CC2)NC(OC(C)(C)C)=O)S1 (tert-butyl N-(4-[[6-(propan-2-yl)thieno[2,3-d]pyrimidin-4-yl]oxy]cyclohexyl)carbamate). Run in ClCCl (dichloromethane). Reaction conditions: temperature 5 celsius, time 5 hour. Product: CC(C)C1=CC2=C(N=CN=C2OC2CCC(CC2)N)S1 (4-[[6-(propan-2-yl)thieno[2,3-d]pyrimidin-4-yl]oxy]cyclohexan-1-amine). RXN SMILES: [CH3:1][CH:2]([C:4]1[S:27][C:7]2[N:8]=[CH:9][N:10]=[C:11]([O:12][CH:13]3[CH2:18][CH2:17][CH:16]([NH:19]C(=O)OC(C)(C)C)[CH2:15][CH2:14]3)[C:6]=2[CH:5]=1)[CH3:3]>ClCCl>[CH3:3][CH:2]([C:4]1[S:27][C:7]2[N:8]=[CH:9][N:10]=[C:11]([O:12][CH:13]3[CH2:18][CH2:17][CH:16]([NH2:19])[CH2:15][CH2:14]3)[C:6]=2[CH:5]=1)[CH3:1]. Procedure details: To a 100-mL round-bottom flask was added a solution of tert-butyl N-(4-[[6-(propan-2-yl)thieno[2,3-d]pyrimidin-4-yl]oxy]cyclohexyl)carbamate (4.8 g, 12.26 mmol, 1.00 equiv) in dichloromethane (100 mL). Hydrogen chloride was bubbled through the solution. The resulting solution was stirred for 5 h at 0-10° C. The resulting mixture was concentrated under vacuum. This resulted in 3.6 g (90%) of 4-[[6-(propan-2-yl)thieno[2,3-d]pyrimidin-4-yl]oxy]cyclohexan-1-amine hydrochloride as a yellow solid. MS:... Reactants: N1(C=NC=C1)CC(=O)C=1SC=CN1 (2-(Imidazol-1-yl)-1-(thiazol-2-yl)ethanone), [BH4-].[Na+] (sodium borohydride). Solvent: CO (methanol). Product: N1(C=NC=C1)CC(O)C=1SC=CN1 (2-(imidazol-1-yl)-1-(thiazol-2-yl)ethanol). Yield: 60.0%. As a reaction SMILES: [N:1]1([CH2:6][C:7]([C:9]2[S:10][CH:11]=[CH:12][N:13]=2)=[O:8])[CH:5]=[CH:4][N:3]=[CH:2]1.[BH4-].[Na+]>CO>[N:1]1([CH2:6][CH:7]([C:9]2[S:10][CH:11]=[CH:12][N:13]=2)[OH:8])[CH:5]=[CH:4][N:3]=[CH:2]1 |f:1.2|. Procedure details: 2-(Imidazol-1-yl)-1-(thiazol-2-yl)ethanone was reduced with sodium borohydride in methanol to give 2-(imidazol-1-yl)-1-(thiazol-2-yl)ethanol in 60% yield. Run in CC(C)O (2-propanol). Procedure details: A mixture of 200 mg (0.604 mmol) N-{2-(2-cyano-3-oxobut-1-en-1-yl)furo[3,2-c]pyridin-4-yl}-benzamide (Example 4A) and 329 mg (2.41 mmol) (2E)-3-amino-4,4,4-trifluorobut-2-enenitrile [CAS Reg.-No. 33561-24-9; prepared following A. W. Lutz, U.S. Pat. No. 3,635,977 and also C. G. Krespan, J. Org. Chem. 34, 42-45 (1969)] in 2-propanol (1 ml) was stirred at reflux for 12 h. Upon cooling, the mixture was concentrated under reduced pressure, and the residue was directly purified by preparative RP-HPLC ... Product: C(#N)C1=C(NC(=C(C1C1=CC=2C(=NC=CC2O1)NC(C1=CC=CC=C1)=O)C#N)C(F)(F)F)C (N-{2-[3,5-Dicyano-2-methyl-6-(trifluoromethyl)-1,4-dihydropyridin-4-yl]furo[3,2-c]pyridin-4-yl}-benzamide). RXN SMILES: [C:1]([C:3]([C:23](=O)[CH3:24])=[CH:4][C:5]1[O:13][C:12]2[CH:11]=[CH:10][N:9]=[C:8]([NH:14][C:15](=[O:22])[C:16]3[CH:21]=[CH:20][CH:19]=[CH:18][CH:17]=3)[C:7]=2[CH:6]=1)#[N:2].[NH2:26]/[C:27](/[C:31]([F:34])([F:33])[F:32])=[CH:28]/[C:29]#[N:30]>CC(O)C>[C:1]([C:3]1[CH:4]([C:5]2[O:13][C:12]3[CH:11]=[CH:10][N:9]=[C:8]([NH:14][C:15](=[O:22])[C:16]4[CH:17]=[CH:18][CH:19]=[CH:20][CH:21]=4)[C:7]=3[CH:6]=2)[C:28]([C:29]#[N:30])=[C:27]([C:31]([F:34])([F:33])[F:32])[NH:26][C:23]=1[CH3:24])#[N:2]. The reactants are C(#N)C(=CC1=CC=2C(=NC=CC2O1)NC(C1=CC=CC=C1)=O)C(C)=O (N-{2-(2-Cyano-3-oxobut-1-en-1-yl)furo[3,2-c]pyridin-4-yl}benzamide), N/C(=C/C#N)/C(F)(F)F ((2E)-3-amino-4,4,4-trifluorobut-2-enenitrile).